From a dataset of the Open Reaction Database (ORD), a public repository of structured organic reaction records. describe an organic reaction: reactants, conditions, products, and yield Starting materials: C(C)OC(C(C(O)C1=CC=C(C2=C1SC=C2)OCC=2N=C(OC2C)C(C)(C)C)OCC)=O (3-[4-(2-tert-butyl-5-methyl-oxazol-4-ylmethoxy)-benzo[b]thiophen-7-yl]-2-ethoxy-3-hydroxy-propionic acid ethyl ester), C(C)[SiH](CC)CC (triethylsilane), ice AcOEt NaHCO3. The solvent is FC(C(=O)O)(F)F (trifluoroacetic acid). Reaction conditions: time 6 hour. The product is C(C)OC(C(CC1=CC=C(C2=C1SC=C2)OCC=2N=C(OC2C)C(C)(C)C)OCC)=O (3-[4-(2-tert-Butyl-5-methyl-oxazol-4-ylmethoxy)-benzo[b]thiophen-7-yl]-2-ethoxy-propionic acid ethyl ester). Isolated yield 65.8%. Reaction SMILES: [CH2:1]([O:3][C:4](=[O:32])[CH:5]([O:29][CH2:30][CH3:31])[CH:6]([C:8]1[C:13]2[S:14][CH:15]=[CH:16][C:12]=2[C:11]([O:17][CH2:18][C:19]2[N:20]=[C:21]([C:25]([CH3:28])([CH3:27])[CH3:26])[O:22][C:23]=2[CH3:24])=[CH:10][CH:9]=1)O)[CH3:2].C([SiH](CC)CC)C>FC(F)(F)C(O)=O>[CH2:1]([O:3][C:4](=[O:32])[CH:5]([O:29][CH2:30][CH3:31])[CH2:6][C:8]1[C:13]2[S:14][CH:15]=[CH:16][C:12]=2[C:11]([O:17][CH2:18][C:19]2[N:20]=[C:21]([C:25]([CH3:26])([CH3:28])[CH3:27])[O:22][C:23]=2[CH3:24])=[CH:10][CH:9]=1)[CH3:2]. Procedure: 0.200 g of the above prepared 3-[4-(2-tert-butyl-5-methyl-oxazol-4-ylmethoxy)-benzo[b]thiophen-7-yl]-2-ethoxy-3-hydroxy-propionic acid ethyl ester (0.433 mmol) was dissolved in 1.4 ml of trifluoroacetic acid, treated at 0° with 0.688 ml of triethylsilane (10 eq.) and then kept for 6 h at 0° under vigorous stirring. The reaction mixture was then poured onto crashed ice/AcOEt/NaHCO3, the organic layer washed with water (pH of aq. phase ˜8), dried over magnesium sulfate, and evaporated to dryness. ... The reactants are Cl (HCl), ClC1=NN(C=C1N(C(OC(C)(C)C)=O)CC)C=1C=NC=CC1 (tert-butyl (3-chloro-1-(pyridin-3-yl)-1H-pyrazol-4-yl)(ethyl)carbamate). The solvent is O1CCOCC1 (dioxane), O1CCOCC1 (1.4-dioxane). Conditions: temperature 1 celsius, time 20 minute. Product: Cl.ClC1=NN(C=C1NCC)C=1C=NC=CC1 (3-chloro-N-ethyl-1-(pyridin-3-yl)-1H-pyrazol-4-amine hydrochloride), solid. Yield: 95.0%. RXN SMILES: [Cl:1][C:2]1[C:6]([N:7]([CH2:15][CH3:16])C(=O)OC(C)(C)C)=[CH:5][N:4]([C:17]2[CH:18]=[N:19][CH:20]=[CH:21][CH:22]=2)[N:3]=1.Cl>O1CCOCC1>[ClH:1].[Cl:1][C:2]1[C:6]([NH:7][CH2:15][CH3:16])=[CH:5][N:4]([C:17]2[CH:18]=[N:19][CH:20]=[CH:21][CH:22]=2)[N:3]=1 |f:3.4|. Reported procedure: Into a 500 mL three-necked round bottom flask equipped with a magnetic stir bar was added a solution of tert-butyl (3-chloro-1-(pyridin-3-yl)-1H-pyrazol-4-yl)(ethyl)carbamate (21 g, 65.1 mmol) in 1.4-dioxane (35 mL). This pale yellow solution was placed into an ice bath and cooled to 1° C. A solution of 4M HCl in dioxane (65 mL, 260 mmol) was added in one portion. After stirring for 20 minutes, the ice bath was removed and the suspension was stirred further at ambient temperature for 16 hours. T...